The task is: describe an organic reaction: reactants, conditions, products, and yield. This data is from the Open Reaction Database (ORD), a public repository of structured organic reaction records. Reactants: [N-]=[N+]=[N-].[Na+] (NaN3), ClC1=CC(OC2=CC=CC=C12)=O (4-chloro coumarin), ice. The solvent is CN(C)C=O (DMF). Yields the product N(=[N+]=[N-])C1=CC(OC2=CC=CC=C12)=O (4-azidocoumarin). Reaction SMILES: Cl[C:2]1[C:11]2[C:6](=[CH:7][CH:8]=[CH:9][CH:10]=2)[O:5][C:4](=[O:12])[CH:3]=1.[N-:13]=[N+:14]=[N-:15].[Na+]>CN(C=O)C>[N:13]([C:2]1[C:11]2[C:6](=[CH:7][CH:8]=[CH:9][CH:10]=2)[O:5][C:4](=[O:12])[CH:3]=1)=[N+:14]=[N-:15] |f:1.2|. Reported procedure: 4-chloro coumarin, (100 mg, 0.54 mmol) was dissolved in 2 mL of DMF at room temperature and followed by the addition of NaN3 (40 mg, 0.62 mmol) and stirring for twelve hours. The reaction mixture was poured onto 10 g of ice, and then stirred for 30 minutes at room temperature. Filtration and drying afforded white powder; yield (80 mg, 80%); mp 159-160° C. 1H-NMR (300 MHz, CDCl3): δ 7.2-7.7 (m, 5H). Reactants: O=C1NCCCC12CCNCC2, CN(C)c1ccncc1, CCO, CCN(C(C)C)C(C)C, Clc1cnc2ccccc2n1. Yields the product O=C1NCCCC12CCN(c1cnc3ccccc3n1)CC2. Reaction SMILES: [C:1]1(=[O:12])[NH:2][CH2:3][CH2:4][CH2:5][C:6]12[CH2:7][CH2:8][NH:9][CH2:10][CH2:11]2.[CH3:33][N:34]([c:35]1[cH:36][cH:37][n:38][cH:39][cH:40]1)[CH3:41].[CH3:42][CH2:43][OH:44].[CH:24]([N:25]([CH2:26][CH3:27])[CH:28]([CH3:29])[CH3:30])([CH3:31])[CH3:32].[Cl:13][c:14]1[n:15][c:16]2[cH:17][cH:18][cH:19][cH:20][c:21]2[n:22][cH:23]1>>[C:1]1(=[O:12])[NH:2][CH2:3][CH2:4][CH2:5][C:6]12[CH2:7][CH2:8][N:9]([c:14]1[n:15][c:16]3[cH:17][cH:18][cH:19][cH:20][c:21]3[n:22][cH:23]1)[CH2:10][CH2:11]2. The reactants are C(C)(C)(C)OC(=O)N1CCN(CC1)C(=O)C1=CC=CC2=CC=C(C=C12)OS(=O)(=O)C (1-tert-Butyloxycarbonyl-4-[7-(methanesulfonyl)oxy-1-naphthoyl]-piperazine), FC(C(=O)O)(F)F (trifluoroacetic acid). Solvent: ClCCl (dichloromethane). Run at time 2 hour. Yields the product FC(C(=O)O)(F)F.CS(=O)(=O)OC1=CC=C2C=CC=C(C2=C1)C(=O)N1CCNCC1 (1-[7-(Methanesulfonyl)oxy-1-naphthoyl]-piperazine Trifluoroacetate). Reaction SMILES: C(OC([N:8]1[CH2:13][CH2:12][N:11]([C:14]([C:16]2[C:25]3[C:20](=[CH:21][CH:22]=[C:23]([O:26][S:27]([CH3:30])(=[O:29])=[O:28])[CH:24]=3)[CH:19]=[CH:18][CH:17]=2)=[O:15])[CH2:10][CH2:9]1)=O)(C)(C)C.[F:31][C:32]([F:37])([F:36])[C:33]([OH:35])=[O:34]>ClCCl>[F:31][C:32]([F:37])([F:36])[C:33]([OH:35])=[O:34].[CH3:30][S:27]([O:26][C:23]1[CH:24]=[C:25]2[C:20]([CH:19]=[CH:18][CH:17]=[C:16]2[C:14]([N:11]2[CH2:12][CH2:13][NH:8][CH2:9][CH2:10]2)=[O:15])=[CH:21][CH:22]=1)(=[O:28])=[O:29] |f:3.4|. Reported procedure: To a solution of the product from Step F (560 mg, 1.20 mmol) in dichloromethane (40 mL) at 0° C. was added trifluoroacetic acid (10 mL). The solution was stirred for 2 hours and then concentrated in vacuo to yield the titled compound. Reactants: CC(C)(C)OC(=O)N1C(NCc2cccc(F)c2)=NC(c2ccccc2)C1c1ccccc1, CCOC(C)=O, Cl. Yields the product Cl, Fc1cccc(CNC2=NC(c3ccccc3)C(c3ccccc3)N2)c1. Reaction SMILES: [C:2]([O:3][C:4](=[O:5])[N:9]1[C:10]([NH:26][CH2:27][c:28]2[cH:29][c:30]([F:34])[cH:31][cH:32][cH:33]2)=[N:11][CH:12]([c:20]2[cH:21][cH:22][cH:23][cH:24][cH:25]2)[CH:13]1[c:14]1[cH:15][cH:16][cH:17][cH:18][cH:19]1)([CH3:6])([CH3:7])[CH3:8].[CH3:35][CH2:36][O:37][C:38]([CH3:39])=[O:40].[ClH:1]>>[ClH:1].[N:9]1=[C:10]([NH:26][CH2:27][c:28]2[cH:29][c:30]([F:34])[cH:31][cH:32][cH:33]2)[NH:11][CH:12]([c:20]2[cH:21][cH:22][cH:23][cH:24][cH:25]2)[CH:13]1[c:14]1[cH:15][cH:16][cH:17][cH:18][cH:19]1.